This data is from the Open Reaction Database (ORD), a public repository of structured organic reaction records. The task is: describe an organic reaction: reactants, conditions, products, and yield Starting materials: BrC1=CC(=C(S1)[N+](=O)[O-])C(Cl)Cl (5-Bromo-3-(dichloromethyl)-2-nitrothiophene), C(=O)O (formic acid). Reagents/catalysts: [Cl-].[Zn+2].[Cl-] (zinc chloride). The solvent is O (water). Yields the product BrC1=CC(=C(S1)[N+](=O)[O-])C=O (5-Bromo-2-nitrothiophene-3-carbaldehyde). As a reaction SMILES: [Br:1][C:2]1[S:6][C:5]([N+:7]([O-:9])=[O:8])=[C:4]([CH:10](Cl)Cl)[CH:3]=1.C(O)=[O:14]>[Cl-].[Zn+2].[Cl-].O>[Br:1][C:2]1[S:6][C:5]([N+:7]([O-:9])=[O:8])=[C:4]([CH:10]=[O:14])[CH:3]=1 |f:2.3.4|. Reported procedure: 5-Bromo-3-(dichloromethyl)-2-nitrothiophene (60.5 g, 208 mmol) and zinc chloride (113 g, 832 mmol) were stirred in refluxing formic acid (800 mL) overnight. After cooling to ambient temperature, water was added and the products extracted into EtOAc (4×). The combined organic extracts were washed with brine, dried over MgSO4, filtered, and concentrated in vacuo to give the title compound as an orange solid. Yields the product ClC=1C=C(C(=O)N2C(CC3=CC=CC=C23)C(=O)OC)C=CC1Cl (Methyl 1-(3,4-dichlorobenzoyl)indoline-2-carboxylate). The yield is 82.7%. Reaction SMILES: [NH:1]1[C:9]2[C:4](=[CH:5][CH:6]=[CH:7][CH:8]=2)[CH2:3][CH:2]1[C:10]([O:12][CH3:13])=[O:11].[Cl:14][C:15]1[CH:16]=[C:17]([CH:21]=[CH:22][C:23]=1[Cl:24])[C:18](Cl)=[O:19]>>[Cl:14][C:15]1[CH:16]=[C:17]([CH:21]=[CH:22][C:23]=1[Cl:24])[C:18]([N:1]1[C:9]2[C:4](=[CH:5][CH:6]=[CH:7][CH:8]=2)[CH2:3][CH:2]1[C:10]([O:12][CH3:13])=[O:11])=[O:19]. Reactants: Intermediate 72A, N1C(CC2=CC=CC=C12)C(=O)OC (methyl indoline-2-carboxylate), ClC=1C=C(C(=O)Cl)C=CC1Cl (3,4-dichlorobenzoyl chloride). Reported procedure: Following a procedure analogous to that for the synthesis of Intermediate 72A, methyl indoline-2-carboxylate (Lee, S. et al., Eur. J. Org. Chem., 38:459-471 (2003)) (3.23 g, 18.3 mmol) and 3,4-dichlorobenzoyl chloride (4.21 g, 20.1 mmol) were converted to the title compound (5.30 g, 83%) after purification using flash column chromatography (gradient from 0% to 5% EtOAc/CH2Cl2). 1H NMR (CDCl3, 1:1 mixture of amide rotamers) δ 7.67 (s, 1H), 7.55 (d, J=8.4 Hz, 1H), 7.41-7.37 (m, 1.5H), 7.23-7.20 (m... Reactants: C=1SC=C2NC3=C(NC(C21)=O)C=CC=C3 (4,9-dihydro-10H-thieno [3,4-b][1,5]benzodiazepin-10-one). Run in CN(C=O)C (dimethylformamide). Run at time 2 hour. Product: C1(C=CCCC1)N1C(C=2C(NC3=C1C=CC=C3)=CSC2)=O (9-(2-Cyclohexen-1-yl)-4,9-dihydro-10H-thieno[3,4-b][1,5]benzodiazepin-10-one). RXN SMILES: [CH:1]1[S:2][CH:3]=[C:4]2[C:10]=1[C:9](=[O:11])[NH:8][C:7]1[CH:12]=[CH:13][CH:14]=[CH:15][C:6]=1[NH:5]2>CN(C)C=O>[CH:15]1([N:8]2[C:7]3[CH:12]=[CH:13][CH:14]=[CH:15][C:6]=3[NH:5][C:4]3=[CH:3][S:2][CH:1]=[C:10]3[C:9]2=[O:11])[CH2:14][CH2:13][CH2:12][CH:7]=[CH:6]1. Procedure details: To a mixture of 11.8 g. of 4,9-dihydro-10H-thieno [3,4-b][1,5]benzodiazepin-10-one in 175 ml. of dimethylformamide is added 2.8 g. of 50% sodium hydride in mineral oil from which the mineral oil has been removed. The mixture is stirred for two hours and then 11.9 g. of 3-bromocyclohexene is added. The reaction mixture is stirred overnight and poured into ice water. The brown syrup which separates is collected and extracted into methylene chloride. The extracts are washed with water, dried over s... Starting materials: COc1cc(N2CCC(N3CCN(C)CC3)CC2)ccc1Nc1ncc(Br)c(-c2cn(S(=O)(=O)c3ccc(C)cc3)c3ccccc23)n1, O=C([O-])[O-], C1CCOC1, CO, [Cs+], [Cs+]. Yields the product COc1cc(N2CCC(N3CCN(C)CC3)CC2)ccc1Nc1ncc(Br)c(-c2c[nH]c3ccccc23)n1. As a reaction SMILES: [Br:1][c:2]1[c:3](-[c:30]2[cH:31][n:32]([S:39]([c:40]3[cH:41][cH:42][c:43]([CH3:44])[cH:45][cH:46]3)(=[O:47])=[O:48])[c:33]3[cH:34][cH:35][cH:36][cH:37][c:38]23)[n:4][c:5]([NH:8][c:9]2[c:10]([O:28][CH3:29])[cH:11][c:12]([N:15]3[CH2:16][CH2:17][CH:18]([N:21]4[CH2:22][CH2:23][N:24]([CH3:27])[CH2:25][CH2:26]4)[CH2:19][CH2:20]3)[cH:13][cH:14]2)[n:6][cH:7]1.[C:49](=[O:50])([O-:51])[O-:52].[CH2:57]1[O:58][CH2:59][CH2:60][CH2:61]1.[CH3:55][OH:56].[Cs+:53].[Cs+:54]>>[Br:1][c:2]1[c:3](-[c:30]2[cH:31][nH:32][c:33]3[cH:34][cH:35][cH:36][cH:37][c:38]23)[n:4][c:5]([NH:8][c:9]2[c:10]([O:28][CH3:29])[cH:11][c:12]([N:15]3[CH2:16][CH2:17][CH:18]([N:21]4[CH2:22][CH2:23][N:24]([CH3:27])[CH2:25][CH2:26]4)[CH2:19][CH2:20]3)[cH:13][cH:14]2)[n:6][cH:7]1. Reactants: CO, CCO, ClCCl, O=[N+]([O-])c1ccc(CN2CCCC2)cc1. The product is Nc1ccc(CN2CCCC2)cc1. RXN SMILES: [CH3:16][OH:17].[CH3:21][CH2:22][OH:23].[Cl:18][CH2:19][Cl:20].[N+:1]([O-:2])(=[O:3])[c:4]1[cH:5][cH:6][c:7]([CH2:8][N:9]2[CH2:10][CH2:11][CH2:12][CH2:13]2)[cH:14][cH:15]1>>[NH2:1][c:4]1[cH:5][cH:6][c:7]([CH2:8][N:9]2[CH2:10][CH2:11][CH2:12][CH2:13]2)[cH:14][cH:15]1. Starting materials: C1N2CN3CN1CN(C2)C3 (hexamethylenetetramine), C(C)(=O)[O-].[NH4+] (ammonium acetate), ClC1=C(CC(=O)C=O)C(=CC=C1)Cl (2,6-dichlorobenzylglyoxal). Solvent: C(=O)N (formamide). Conditions: temperature 100 celsius, time 2 hour. Product: ClC1=C(CC=2N=COC2)C(=CC=C1)Cl (4-(2',6'-Dichlorobenzyl)oxazole). Reaction SMILES: [Cl:1][C:2]1[CH:12]=[CH:11][CH:10]=[C:9]([Cl:13])[C:3]=1[CH2:4][C:5]([CH:7]=[O:8])=O.[CH2:14]1N2CN3CN(C2)C[N:15]1C3.C([O-])(=O)C.[NH4+]>C(N)=O>[Cl:1][C:2]1[CH:12]=[CH:11][CH:10]=[C:9]([Cl:13])[C:3]=1[CH2:4][C:5]1[N:15]=[CH:14][O:8][CH:7]=1 |f:2.3|. Procedure: 21.7 g of crude 2,6-dichlorobenzylglyoxal are dissolved in 50 ml of formamide. 7.0 g of hexamethylenetetramine and 30.8 g of ammonium acetate are added and the reaction mixture is stirred at 100° C. for 2 hours, then is evaporated to dryness in vacuo. 200 ml of water are added and the pH of the aqueous phase is adjusted, while stirring, to 2-3 with concentrate hydrochloric acid. The solution is washed with toluene (3×50 ml). The aqueous solution is made alkaline with sodium hydroxide (pH=8-9) an... Reactants: CC=O, O=C(Nc1ccc(Cl)c(Cl)c1)N1CCN(CC2CNCCN2C(=O)OCc2ccccc2)CC1, O=C(Nc1ccc(Cl)c(Cl)c1)N1CCN(CC2CN(CCc3cccnc3)CCO2)CC1. Product: CCN1CCN(C(=O)OCc2ccccc2)C(CN2CCN(C(=O)Nc3ccc(Cl)c(Cl)c3)CC2)C1. RXN SMILES: [CH:35]([CH3:36])=[O:37].[Cl:1][c:2]1[cH:3][c:4]([NH:9][C:10](=[O:11])[N:12]2[CH2:13][CH2:14][N:15]([CH2:18][CH:19]3[N:20]([C:25](=[O:26])[O:27][CH2:28][c:29]4[cH:30][cH:31][cH:32][cH:33][cH:34]4)[CH2:21][CH2:22][NH:23][CH2:24]3)[CH2:16][CH2:17]2)[cH:5][cH:6][c:7]1[Cl:8].[Cl:38][c:39]1[cH:40][c:41]([NH:42][C:43]([N:44]2[CH2:45][CH2:46][N:47]([CH2:48][CH:49]3[CH2:50][N:51]([CH2:52][CH2:53][c:54]4[cH:55][n:56][cH:57][cH:58][cH:59]4)[CH2:60][CH2:61][O:62]3)[CH2:63][CH2:64]2)=[O:65])[cH:66][cH:67][c:68]1[Cl:69]>>[Cl:1][c:2]1[cH:3][c:4]([NH:9][C:10](=[O:11])[N:12]2[CH2:13][CH2:14][N:15]([CH2:18][CH:19]3[N:20]([C:25](=[O:26])[O:27][CH2:28][c:29]4[cH:30][cH:31][cH:32][cH:33][cH:34]4)[CH2:21][CH2:22][N:23]([CH2:35][CH3:36])[CH2:24]3)[CH2:16][CH2:17]2)[cH:5][cH:6][c:7]1[Cl:8].